This data is from the Open Reaction Database (ORD), a public repository of structured organic reaction records. The task is: describe an organic reaction: reactants, conditions, products, and yield Product: CC(=O)N(c1ccccc1)c1ccnc2ccccc12. Starting materials: CCN(C(C)C)C(C)C, CC(=O)OC(C)=O, ClCCl, C1COCCO1, c1ccc(Nc2ccnc3ccccc23)cc1. As a reaction SMILES: [CH2:18]([N:19]([CH:20]([CH3:21])[CH3:22])[CH:23]([CH3:24])[CH3:25])[CH3:26].[CH3:27][C:28](=[O:29])[O:30][C:31](=[O:32])[CH3:33].[Cl:34][CH2:35][Cl:36].[O:37]1[CH2:38][CH2:39][O:40][CH2:41][CH2:42]1.[c:1]1([NH:7][c:8]2[cH:9][cH:10][n:11][c:12]3[cH:13][cH:14][cH:15][cH:16][c:17]23)[cH:2][cH:3][cH:4][cH:5][cH:6]1>>[c:1]1([N:7]([c:8]2[cH:9][cH:10][n:11][c:12]3[cH:13][cH:14][cH:15][cH:16][c:17]23)[C:28]([CH3:27])=[O:29])[cH:2][cH:3][cH:4][cH:5][cH:6]1. Reactants: CCOC(=O)C(CCCCCOCOCCOC)C(=O)OCC, CCO, [K+], [OH-]. The product is CCOC(=O)C(CCCCCOCOCCOC)C(=O)O. As a reaction SMILES: [CH3:1][O:2][CH2:3][CH2:4][O:5][CH2:6][O:7][CH2:8][CH2:9][CH2:10][CH2:11][CH2:12][CH:13]([C:14](=[O:15])[O:16][CH2:17][CH3:18])[C:19](=[O:20])[O:21][CH2:22][CH3:23].[CH3:26][CH2:27][OH:28].[K+:25].[OH-:24]>>[CH3:1][O:2][CH2:3][CH2:4][O:5][CH2:6][O:7][CH2:8][CH2:9][CH2:10][CH2:11][CH2:12][CH:13]([C:14](=[O:15])[O:16][CH2:17][CH3:18])[C:19](=[O:20])[OH:21].